Dataset: the Open Reaction Database (ORD), a public repository of structured organic reaction records. Task: describe an organic reaction: reactants, conditions, products, and yield Reactants: C[Mg+].[Br-] (MeMgBr), N1=C(C(=CC=C1)C1=CC=NC=C1)C=1C=C2CCC(C2=CC1)=O (5-([3,4′-bipyridin]-2-yl)-2,3-dihydro-1H-inden-1-one), C[Mg+].[Br-] (MeMgBr). Solvent: C1CCOC1 (THF). Reaction conditions: time 30 minute. Product: CC1=CCC2=CC(=CC=C12)C1=NC=CC=C1C1=CC=NC=C1 (2-(3-Methyl-1H-inden-6-yl)-3,4′-bipyridine). Reaction SMILES: [CH3:1][Mg+].[Br-].[N:4]1[CH:9]=[CH:8][CH:7]=[C:6]([C:10]2[CH:15]=[CH:14][N:13]=[CH:12][CH:11]=2)[C:5]=1[C:16]1[CH:17]=[C:18]2[C:22](=[CH:23][CH:24]=1)[C:21](=O)[CH2:20][CH2:19]2>C1COCC1>[CH3:1][C:21]1[C:22]2[C:18](=[CH:17][C:16]([C:5]3[C:6]([C:10]4[CH:15]=[CH:14][N:13]=[CH:12][CH:11]=4)=[CH:7][CH:8]=[CH:9][N:4]=3)=[CH:24][CH:23]=2)[CH2:19][CH:20]=1 |f:0.1|. Reported procedure: MeMgBr [2 mL, 1.4 M solution in toluene/THF (75:25)] was added to a stirring solution of 5-([3,4′-bipyridin]-2-yl)-2,3-dihydro-1H-inden-1-one (175 mg) in THF (4 mL) at −78° C. under argon. The reaction was stirred for 30 min and warmed to room temperature after complete addition of MeMgBr and. After 1 h, the complete consumption of 5-([3,4′-bipyridin]-2-yl)-2,3-dihydro-1H-inden-1-one to 5-([3,4′-bipyridin]-2-yl)-1-methyl-2,3-dihydro-1H-inden-1-ol was observed. Subsequently, the reaction was cool... Run at time 2 hour. Reactants: ClC=1C=C(C=O)C=CC1 (3-chlorobenzaldehyde), C(Cl)Cl.CO (methylene chloride methanol), NC1=C2CN(C(C2=CC=C1)=O)C1C(NC(CC1)=O)=O (3-(4-Amino-1-oxo-1,3-dihydro-isoindol-2-yl)-piperidine-2,6-dione), C(C)(=O)O[BH-](OC(C)=O)OC(C)=O.[Na+] (sodium triacetoxyborohydride). RXN SMILES: [NH2:1][C:2]1[CH:10]=[CH:9][CH:8]=[C:7]2[C:3]=1[CH2:4][N:5]([CH:12]1[CH2:17][CH2:16][C:15](=[O:18])[NH:14][C:13]1=[O:19])[C:6]2=[O:11].[Cl:20][C:21]1[CH:22]=[C:23]([CH:26]=[CH:27][CH:28]=1)[CH:24]=O.C(O[BH-](OC(=O)C)OC(=O)C)(=O)C.[Na+].C(Cl)Cl.CO>C(O)(=O)C.C(Cl)Cl>[Cl:20][C:21]1[CH:22]=[C:23]([CH:26]=[CH:27][CH:28]=1)[CH2:24][NH:1][C:2]1[CH:10]=[CH:9][CH:8]=[C:7]2[C:3]=1[CH2:4][N:5]([CH:12]1[CH2:17][CH2:16][C:15](=[O:18])[NH:14][C:13]1=[O:19])[C:6]2=[O:11] |f:2.3,4.5|. The product is ClC=1C=C(CNC2=C3CN(C(C3=CC=C2)=O)C2C(NC(CC2)=O)=O)C=CC1 (3-[4-(3-Chloro-benzylamino)-1-oxo-1,3-dihydro-isoindol-2-yl]-piperidine-2,6-dione). Solvent: C(Cl)Cl (methylene chloride), C(C)(=O)O (acetic acid), C(Cl)Cl (methylene chloride). Isolated yield 31.3%. Procedure: 3-(4-Amino-1-oxo-1,3-dihydro-isoindol-2-yl)-piperidine-2,6-dione (1.04 g, 4 mmol) was dissolved in acetic acid (7 ml) with heat. The mixture was cooled slightly and methylene chloride (50 ml) was added slowly followed by 3-chlorobenzaldehyde (0.91 ml, 8 mmol) and sodium triacetoxyborohydride (2.54 g, 12 mmol). The reaction mixture was stirred at room temperature under a nitrogen atomosphere for 2 h, diluted with methylene chloride (100 ml), washed with water (2×100 ml), saturated aqueous sodium ... Reactants: OC(=O)C(F)(F)F.NC=1N(C(C2(CC(SC3=CC=C(C=C23)C=2C=C(C#N)C=CC2)C2=CC=CC=C2)N1)=O)C (3-(2-amino-1-methyl-5-oxo-2′-phenyl-1,5-dihydrospiro[imidazole-4,4′-thiochroman]-6′-yl)benzonitrile TFA salt), NaIO4. Run in CO (MeOH), O (H2O). Run at time 8 hour. The product is OC(=O)C(F)(F)F.NC=1N(C(C2(CC(S(C3=CC=C(C=C23)C=2C=C(C#N)C=CC2)=O)C2=CC=CC=C2)N1)=O)C (3-(2-amino-1-methyl-1′,5-dioxo-2′-phenyl-1,5-dihydrospiro[imidazole-4,4′-thiochroman]-6′-yl)benzonitrile TFA salt). The yield is 115.4%. Reaction SMILES: [OH:1][C:2]([C:4]([F:7])([F:6])[F:5])=[O:3].[NH2:8][C:9]1[N:10]([CH3:38])[C:11](=[O:37])[C:12]2([N:36]=1)[C:21]1[C:16](=[CH:17][CH:18]=[C:19]([C:22]3[CH:23]=[C:24]([CH:27]=[CH:28][CH:29]=3)[C:25]#[N:26])[CH:20]=1)[S:15][CH:14]([C:30]1[CH:35]=[CH:34][CH:33]=[CH:32][CH:31]=1)[CH2:13]2>CO.O>[OH:3][C:2]([C:4]([F:7])([F:6])[F:5])=[O:1].[NH2:8][C:9]1[N:10]([CH3:38])[C:11](=[O:37])[C:12]2([N:36]=1)[C:21]1[C:16](=[CH:17][CH:18]=[C:19]([C:22]3[CH:23]=[C:24]([CH:27]=[CH:28][CH:29]=3)[C:25]#[N:26])[CH:20]=1)[S:15](=[O:1])[CH:14]([C:30]1[CH:31]=[CH:32][CH:33]=[CH:34][CH:35]=1)[CH2:13]2 |f:0.1,4.5|. Procedure: To a solution of 3-(2-amino-1-methyl-5-oxo-2′-phenyl-1,5-dihydrospiro[imidazole-4,4′-thiochroman]-6′-yl)benzonitrile TFA salt (27 mg, 0.05 mmol) in MeOH (5 mL) and H2O (0.1 mL) is added NaIO4 (21.4 mg, 0.10 mmol). The resulting mixture is stirred overnight at rt, then purified by preparative HPLC to give 3-(2-amino-1-methyl-1′,5-dioxo-2′-phenyl-1,5-dihydrospiro[imidazole-4,4′-thiochroman]-6′-yl)benzonitrile TFA salt (16 mg) with 5 mg of recovered starting material. MS ESI +ve m/z 441 (M+H)+. The reactants are OCCCCc1ccccc1Br, COCCOC, [Na+], O=C([O-])O, O, [Pd], c1ccc(P(c2ccccc2)c2ccccc2)cc1, c1ccc(P(c2ccccc2)c2ccccc2)cc1, c1ccc(P(c2ccccc2)c2ccccc2)cc1, c1ccc(P(c2ccccc2)c2ccccc2)cc1, OB(O)c1cccs1. The product is OCCCCc1ccccc1-c1cccs1. Reaction SMILES: [Br:1][c:2]1[c:3]([CH2:8][CH2:9][CH2:10][CH2:11][OH:12])[cH:4][cH:5][cH:6][cH:7]1.[CH3:26][O:27][CH2:28][CH2:29][O:30][CH3:31].[Na+:25].[O-:21][C:22]([OH:23])=[O:24].[OH2:32].[Pd:33].[c:34]1([P:35]([c:36]2[cH:37][cH:38][cH:39][cH:40][cH:41]2)[c:42]2[cH:43][cH:44][cH:45][cH:46][cH:47]2)[cH:48][cH:49][cH:50][cH:51][cH:52]1.[c:53]1([P:54]([c:55]2[cH:56][cH:57][cH:58][cH:59][cH:60]2)[c:61]2[cH:62][cH:63][cH:64][cH:65][cH:66]2)[cH:67][cH:68][cH:69][cH:70][cH:71]1.[c:72]1([P:73]([c:74]2[cH:75][cH:76][cH:77][cH:78][cH:79]2)[c:80]2[cH:81][cH:82][cH:83][cH:84][cH:85]2)[cH:86][cH:87][cH:88][cH:89][cH:90]1.[c:91]1([P:92]([c:93]2[cH:94][cH:95][cH:96][cH:97][cH:98]2)[c:99]2[cH:100][cH:101][cH:102][cH:103][cH:104]2)[cH:105][cH:106][cH:107][cH:108][cH:109]1.[s:13]1[c:14]([B:18]([OH:19])[OH:20])[cH:15][cH:16][cH:17]1>>[c:2]1(-[c:14]2[s:13][cH:17][cH:16][cH:15]2)[c:3]([CH2:8][CH2:9][CH2:10][CH2:11][OH:12])[cH:4][cH:5][cH:6][cH:7]1. The reactants are C(=O)C=C (acrolein), aminodiester, NC(CC(=O)OCC)C(=O)OCC (Diethyl 1-amino-1,2-ethylenedicarboxylate), C(=O)C=C (acrolein). The reagents and catalysts are C1(=CC=C(C=C1)S(=O)(=O)O)C (p-toluenesulfonic acid). Run in C(CCC)O (n-butanol). Product: N1=C(C(=CC=C1)C(=O)OCC)C(=O)OCC (diethyl pyridine-2,3-dicarboxylate). The yield is 72.9%. As a reaction SMILES: [NH2:1][CH:2]([C:9]([O:11][CH2:12][CH3:13])=[O:10])[CH2:3][C:4]([O:6][CH2:7][CH3:8])=[O:5].[CH:14]([CH:16]=[CH2:17])=O>C(O)CCC.C1(C)C=CC(S(O)(=O)=O)=CC=1>[N:1]1[CH:17]=[CH:16][CH:14]=[C:3]([C:4]([O:6][CH2:7][CH3:8])=[O:5])[C:2]=1[C:9]([O:11][CH2:12][CH3:13])=[O:10]. Procedure: Diethyl 1-amino-1,2-ethylenedicarboxylate (1.0 g) and acrolein monomer (0.39 g) are dissolved in n-butanol (10 ml), and thereto is added p-toluenesulfonic acid (20 mg). The mixture is refluxed for 10 hours, and thereto is added additional acrolein monomer (0.1 g), and the mixture is refluxed for 5 hours (the degree of reaction of aminodiester is 91%). After distilling off the solvent, the residue is distilled under reduced pressure to give diethyl pyridine-2,3-dicarboxylate (0.86 g, 72.3%). The ... The reactants are COc1cc(C)cc(OC)c1NC(C)=O, CI, CN(C)C=O, [H-], [Na+]. The product is COc1cc(C)cc(OC)c1N(C)C(C)=O. RXN SMILES: [C:3]([CH3:4])(=[O:5])[NH:6][c:7]1[c:8]([O:16][CH3:17])[cH:9][c:10]([CH3:15])[cH:11][c:12]1[O:13][CH3:14].[CH3:18][I:19].[CH3:20][N:21]([CH3:22])[CH:23]=[O:24].[H-:1].[Na+:2]>>[C:3]([CH3:4])(=[O:5])[N:6]([c:7]1[c:8]([O:16][CH3:17])[cH:9][c:10]([CH3:15])[cH:11][c:12]1[O:13][CH3:14])[CH3:18].